Task: describe an organic reaction: reactants, conditions, products, and yield. Dataset: the Open Reaction Database (ORD), a public repository of structured organic reaction records Reactants: B.C1CCOC1 (borane THF), [N+](=O)([O-])C1=CC=C(C=C1)CC(=O)N1C(C2=CC=C(C=C2CC1)OC)C (N-(4-nitrophenylacetyl)-1,2,3,4-tetrahydro-6-methoxy-1-methylisoquinoline). Run in Cl (HCl). Product: [N+](=O)([O-])C1=CC=C(CCN2C(C3=CC=C(C=C3CC2)OC)C)C=C1 (N-(4-nitrophenethyl)-1,2,3,4-tetrahydro-6-methoxy-1-methylisoquinoline). Yield: 77.1%. RXN SMILES: B.C1COCC1.[N+:7]([C:10]1[CH:15]=[CH:14][C:13]([CH2:16][C:17]([N:19]2[CH2:28][CH2:27][C:26]3[C:21](=[CH:22][CH:23]=[C:24]([O:29][CH3:30])[CH:25]=3)[CH:20]2[CH3:31])=O)=[CH:12][CH:11]=1)([O-:9])=[O:8]>Cl>[N+:7]([C:10]1[CH:15]=[CH:14][C:13]([CH2:16][CH2:17][N:19]2[CH2:28][CH2:27][C:26]3[C:21](=[CH:22][CH:23]=[C:24]([O:29][CH3:30])[CH:25]=3)[CH:20]2[CH3:31])=[CH:12][CH:11]=1)([O-:9])=[O:8] |f:0.1|. Reported procedure: A stirred solution of 200 ml of 0.5 M borane/THF was treated with N-(4-nitrophenylacetyl)-1,2,3,4-tetrahydro-6-methoxy-1-methylisoquinoline (11.5 g, 0.03 m) portionwise, at room temperature, then warmed to reflux. After 30 min at reflux, the reaction was cooled and acidified with 60 ml of 20% HCl, added dropwise. The acidified reaction mixture was refluxed one hour, then concentrated on the rotovap at 40° C. to about 1/3 volume, then diluted with 600 ml water. The mixture was basified, then extr... Reactants: NC[C@@H]1[C@H]2C[C@H]2CN1C(=O)C=1N=C(SC1C=1C=C(C=CC1)C)C (((1S,2S,5R)-2-Aminomethyl-3-aza-bicyclo[3.1.0]hex-3-yl)-(2-methyl-5-m-tolyl-thiazol-4-yl)-methanone), S1C=2N(C=C1)C=C(N2)C(=O)O (Imidazo[2,1-b]thiazole-6-carboxylic acid). The product is CC=1SC(=C(N1)C(=O)N1[C@@H]([C@H]2C[C@H]2C1)CNC(=O)C=1N=C2SC=CN2C1)C=1C=C(C=CC1)C (Imidazo[2,1-b]thiazole-6-carboxylic Acid[(1S,2S,5R)-3-(2-methyl-5-m-tolyl-thiazole-4-carbonyl)-3-aza-bicyclo[3.1.0]hex-2-ylmethyl]-amide). Reaction SMILES: [NH2:1][CH2:2][C@H:3]1[N:8]([C:9]([C:11]2[N:12]=[C:13]([CH3:23])[S:14][C:15]=2[C:16]2[CH:17]=[C:18]([CH3:22])[CH:19]=[CH:20][CH:21]=2)=[O:10])[CH2:7][C@H:6]2[C@@H:4]1[CH2:5]2.[S:24]1[CH:28]=[CH:27][N:26]2[CH:29]=[C:30]([C:32](O)=[O:33])[N:31]=[C:25]12>>[CH3:23][C:13]1[S:14][C:15]([C:16]2[CH:17]=[C:18]([CH3:22])[CH:19]=[CH:20][CH:21]=2)=[C:11]([C:9]([N:8]2[CH2:7][C@H:6]3[C@H:4]([CH2:5]3)[C@H:3]2[CH2:2][NH:1][C:32]([C:30]2[N:31]=[C:25]3[N:26]([CH:29]=2)[CH:27]=[CH:28][S:24]3)=[O:33])=[O:10])[N:12]=1. Reported procedure: prepared by reaction of ((1S,2S,5R)-2-Aminomethyl-3-aza-bicyclo[3.1.0]hex-3-yl)-(2-methyl-5-m-tolyl-thiazol-4-yl)-methanone with Imidazo[2,1-b]thiazole-6-carboxylic acid. LC-MS (basic): tR=0.81 min; [M+H]+=478.3.